From a dataset of the Open Reaction Database (ORD), a public repository of structured organic reaction records. describe an organic reaction: reactants, conditions, products, and yield Starting materials: CC1=C2CCC(C2=CC(=C1)CN1C=NC(=C1)C)=O (4-methyl-6-[(4-methyl-1H-imidazol-1-yl)methyl]indan-1-one), CN(C)C=O (DMF), CC=1N=CNC1 (4-methylimidazole), CN1CCNCC1 (N-methypiperazine). Run in CCO (EtOH). Product: CC1=C2CCC(C2=CC(=C1)CN1C=NC=C1C)=O (4-methyl-6-[(5-methyl-1H-imidazol-1-yl)methyl]indan-1-one). As a reaction SMILES: [CH3:1][C:2]1[CH:10]=[C:9]([CH2:11][N:12]2[CH:16]=[C:15](C)[N:14]=[CH:13]2)[CH:8]=[C:7]2[C:3]=1[CH2:4][CH2:5][C:6]2=[O:18].[CH3:19]C1N=CNC=1.CN1CCNCC1.CN(C=O)C>CCO>[CH3:1][C:2]1[CH:10]=[C:9]([CH2:11][N:12]2[C:16]([CH3:19])=[CH:15][N:14]=[CH:13]2)[CH:8]=[C:7]2[C:3]=1[CH2:4][CH2:5][C:6]2=[O:18]. Procedure: A mixture of Example 922A and Example 922B was obtained by substituting Example 917G for Example 54, 4-methylimidazole for N-methypiperazine, and DMF for EtOH in Example 56. The isomers were separated by flash chromatography. Product: ClC1=C(C(=CC=2C(C3C(CNC3)C12)C)Cl)OC (4,6-Dichloro-5-Methoxy-8-methyl-1,2,3,3a,8,8a-hexahydroindeno[1,2-c]pyrrole). Procedure details: NCS (63 mg, 0.47 mmol) and acetic acid (1 mL) were added to a solution of N-ethylcarbamate-5-methoxy-8-methyl-1,2,3,3a,8,8a-hexahydroindeno[1,2-c]pyrrole (from Example 2, Step A) (43 mg, 0.16 mmol) in DCE (1 mL), and the reaction solution was stirred for 3 hours at 70° C. The reaction was quenched with H2O and the solution filtered through an Extrelut column. The column was washed with CH2Cl2, and the filtrate was concentrated. The subtitle compound was obtained without further purification. MS ... Conditions: temperature 70 celsius, time 3 hour. Starting materials: C1CC(=O)N(C1=O)Cl (NCS), C(C)(=O)O (acetic acid), C(C)NC([O-])=O.COC=1C=CC=2C(C3C(CNC3)C2C1)C (N-ethylcarbamate 5-methoxy-8-methyl-1,2,3,3a,8,8a-hexahydroindeno[1,2-c]pyrrole), ClCCCl (DCE). Reaction SMILES: C1C(=O)N([Cl:8])C(=O)C1.C(O)(=O)C.C(NC(=O)[O-])C.[CH3:19][O:20][C:21]1C=C[C:24]2[CH:25]([CH3:33])[CH:26]3[CH2:30][NH:29][CH2:28][CH:27]3[C:31]=2[CH:32]=1.Cl[CH2:35][CH2:36][Cl:37]>>[Cl:37][C:36]1[C:35]2[CH:27]3[CH2:28][NH:29][CH2:30][CH:26]3[CH:25]([CH3:33])[C:24]=2[CH:31]=[C:32]([Cl:8])[C:21]=1[O:20][CH3:19] |f:2.3|. The reactants are II (iodine), BrCC(=O)OCC (ethyl bromoacetate), C(C1=CC=CC=C1)N(C(=O)CCC(=O)N1[C@@H](CCC1)C=O)C ((2S)-1-[3-(N-benzyl-N-methylcarbamoyl)propanoyl]pyrrolidin -2-al), Cl (hydrochloric acid). Reagents/catalysts: [Zn] (Zinc). Run in C1CCOC1 (THF), C1=CC=CC=C1 (benzene). Product: C(C)OC(CC(O)[C@H]1N(CCC1)C(CCC(N(C)CC1=CC=CC=C1)=O)=O)=O ((3RS)-3-[(2S)-1-[3-(N-benzyl-N-methylcarbamoyl)propanoyl]pyrrolidin-2-yl]-3-hydroxypropionic acid ethyl ester). RXN SMILES: II.Br[CH2:4][C:5]([O:7][CH2:8][CH3:9])=[O:6].[CH2:10]([N:17]([CH3:31])[C:18]([CH2:20][CH2:21][C:22]([N:24]1[CH2:28][CH2:27][CH2:26][C@H:25]1[CH:29]=[O:30])=[O:23])=[O:19])[C:11]1[CH:16]=[CH:15][CH:14]=[CH:13][CH:12]=1.Cl>C1COCC1.C1C=CC=CC=1.[Zn]>[CH2:8]([O:7][C:5](=[O:6])[CH2:4][CH:29]([C@@H:25]1[CH2:26][CH2:27][CH2:28][N:24]1[C:22](=[O:23])[CH2:21][CH2:20][C:18](=[O:19])[N:17]([CH2:10][C:11]1[CH:16]=[CH:15][CH:14]=[CH:13][CH:12]=1)[CH3:31])[OH:30])[CH3:9]. Reported procedure: Zinc powder (482 mg) and a small amount of iodine were added to a solution of ethyl bromoacetate (0.70 ml) in THF (6 ml). The mixture was refluxed for 30 mins. The solution was added dropwise to a solution of (2S)-1-[3-(N-benzyl-N-methylcarbamoyl)propanoyl]pyrrolidin -2-al (1.21 g) in benzene (10 ml). The mixture was refluxed for 30 mins. After reaction, 1N hydrochloric acid was added to the mixture. The mixture was extracted with EtOAc. The extract was washed, dried, and evaporated. The residue... The reactants are COc1nc(N(C(=O)OC(C)(C)C)c2ccc(Br)c(CBr)c2)ccc1C#N, CC(=O)[O-], CN(C)C=O, [Na+]. The product is COc1nc(N(C(=O)OC(C)(C)C)c2ccc(Br)c(COC(C)=O)c2)ccc1C#N. RXN SMILES: [Br:1][c:2]1[c:3]([CH2:26][Br:27])[cH:4][c:5]([N:8]([C:9]([O:10][C:11]([CH3:12])([CH3:13])[CH3:14])=[O:15])[c:16]2[n:17][c:18]([O:24][CH3:25])[c:19]([C:22]#[N:23])[cH:20][cH:21]2)[cH:6][cH:7]1.[CH3:29][C:30]([O-:31])=[O:32].[CH3:33][N:34]([CH3:35])[CH:36]=[O:37].[Na+:28]>>[Br:1][c:2]1[c:3]([CH2:26][O:32][C:30]([CH3:29])=[O:31])[cH:4][c:5]([N:8]([C:9]([O:10][C:11]([CH3:12])([CH3:13])[CH3:14])=[O:15])[c:16]2[n:17][c:18]([O:24][CH3:25])[c:19]([C:22]#[N:23])[cH:20][cH:21]2)[cH:6][cH:7]1. The reactants are C1CCNCC1, ClCC1CO1, ClCCl, [Na+], [OH-], O=C1CCC(c2ccc(O)c3ccccc23)=NN1. The product is O=C1CCC(c2ccc(OCC3CO3)c3ccccc23)=NN1. RXN SMILES: [CH2:24]1[CH2:25][CH2:26][NH:27][CH2:28][CH2:29]1.[Cl:19][CH2:20][CH:21]1[CH2:22][O:23]1.[Cl:32][CH2:33][Cl:34].[Na+:31].[OH-:30].[OH:1][c:2]1[cH:3][cH:4][c:5]([C:12]2=[N:17][NH:16][C:15](=[O:18])[CH2:14][CH2:13]2)[c:6]2[cH:7][cH:8][cH:9][cH:10][c:11]12>>[O:1]([c:2]1[cH:3][cH:4][c:5]([C:12]2=[N:17][NH:16][C:15](=[O:18])[CH2:14][CH2:13]2)[c:6]2[cH:7][cH:8][cH:9][cH:10][c:11]12)[CH2:20][CH:21]1[CH2:22][O:23]1. Reactants: [Si](C)(C)(C(C)(C)C)OCC(CN1C(COC2=C1C=CC=C2)=O)C (4-[3-(tert-Butyldimethylsilanyloxy)-2-methylpropyl]-4H-benzo[1,4]oxazin-3-one), O.[F-].C(CCC)[N+](CCCC)(CCCC)CCCC (Tetrabutylammonium flouride monohydrate), C1CCOC1 (THF). Reaction conditions: time 22 hour. The product is [Si](C)(C)(C(C)(C)C)OC[C@H](CN1C(COC2=C1C=C(C=C2)OC)=O)C ((S)-4-[3-(tert-Butyldimethylsilanyloxy)-2-methylpropyl]-6-methoxy-4H-benzo[1,4]oxazin-3-one). RXN SMILES: [Si:1]([O:8][CH2:9][CH:10]([CH3:23])[CH2:11][N:12]1[C:17]2[CH:18]=[CH:19][CH:20]=[CH:21][C:16]=2[O:15][CH2:14][C:13]1=[O:22])([C:4]([CH3:7])([CH3:6])[CH3:5])([CH3:3])[CH3:2].O.[F-].C([N+](CCCC)(CCCC)CCCC)CCC.C1C[O:46][CH2:45]C1>>[Si:1]([O:8][CH2:9][C@@H:10]([CH3:23])[CH2:11][N:12]1[C:17]2[CH:18]=[C:19]([O:46][CH3:45])[CH:20]=[CH:21][C:16]=2[O:15][CH2:14][C:13]1=[O:22])([C:4]([CH3:7])([CH3:5])[CH3:6])([CH3:3])[CH3:2] |f:1.2.3|. Procedure details: To a 100 mL flask was charged 4-[3-(tert-Butyldimethylsilanyloxy)-2-methylpropyl]-4H-benzo[1,4]oxazin-3-one (1.0 equiv) and Tetrabutylammonium flouride monohydrate (1.3 equiv) and dissolved in 40 mL dry THF. The reaction was stirred in rt under an inert atmosphere for 20-24 hours. The reaction mixture was concentrated and purified by CC (Heptane/EtOAc). Reactants: NC=1NC2=C(N1)C=C(C(=C2)OC)OC (2-amino-5,6-dimethoxybenzimidazole), ClCSC1=C(C(=CC=C1)I)Cl (2-chloro-3-iodophenyl chloromethyl sulfide). The product is [Cl-].NC1=[N+](C2=C(N1CSC1=C(C(=CC=C1)I)Cl)C=C(C(=C2)OC)OC)CSC2=C(C(=CC=C2)I)Cl (2-Amino-5,6-dimethoxy-1,3-bis[(2-chloro-3-iodophenylthio)methyl]-1H-benzimidazol-3-ium chloride). Reaction SMILES: [NH2:1][C:2]1[NH:3][C:4]2[CH:10]=[C:9]([O:11][CH3:12])[C:8]([O:13][CH3:14])=[CH:7][C:5]=2[N:6]=1.[Cl:15][CH2:16][S:17][C:18]1[CH:23]=[CH:22][CH:21]=[C:20]([I:24])[C:19]=1[Cl:25]>>[Cl-:15].[NH2:1][C:2]1[N:3]([CH2:16][S:17][C:18]2[CH:23]=[CH:22][CH:21]=[C:20]([I:24])[C:19]=2[Cl:25])[C:4]2[CH:10]=[C:9]([O:11][CH3:12])[C:8]([O:13][CH3:14])=[CH:7][C:5]=2[N+:6]=1[CH2:16][S:17][C:18]1[CH:23]=[CH:22][CH:21]=[C:20]([I:24])[C:19]=1[Cl:25] |f:2.3|. Reported procedure: Following the procedure of Example 2 and replacing 2-aminobenzimidazole with 2-amino-5,6-dimethoxybenzimidazole and replacing 2-bromo-4-chlorophenyl chloromethyl ether with 2-chloro-3-iodophenyl chloromethyl sulfide, the title compound is obtained. Reactants: C(C)OC(=O)CCCC12C(NC=3C=CC=C(C13)CCC2)=O ((RS)-2a-(3-ethoxycarbonylpropyl)-2a,3,4,5-tetrahydro-1H-benz[cd]indol-2-one), [OH-].[Na+] (sodium hydroxide). Solvent: C(OC)COC (dimethoxyethane). Yields the product C(=O)(O)CCCC12C(NC=3C=CC=C(C13)CCC2)=O ((RS)-2a-(3-carboxypropyl)-2a,3,4,5-tetrahydro-1H-benz[cd]indol-2-one). The yield is 97.0%. Reaction SMILES: C([O:3][C:4]([CH2:6][CH2:7][CH2:8][C:9]12[CH2:20][CH2:19][CH2:18][C:16]3[C:17]1=[C:12]([CH:13]=[CH:14][CH:15]=3)[NH:11][C:10]2=[O:21])=[O:5])C.[OH-].[Na+]>C(COC)OC>[C:4]([CH2:6][CH2:7][CH2:8][C:9]12[CH2:20][CH2:19][CH2:18][C:16]3[C:17]1=[C:12]([CH:13]=[CH:14][CH:15]=3)[NH:11][C:10]2=[O:21])([OH:5])=[O:3] |f:1.2|. Reported procedure: (RS)-2a-(3-ethoxycarbonylpropyl)-2a,3,4,5-tetrahydro-1H-benz[cd]indol-2-one (6.20 g, 21.6 mmol) was dissolved in dimethoxyethane (70 ml). Then, 1N sodium hydroxide solution (22 ml, 22 mmol) was added thereto to effect a reaction at 25° C. for 18 hours. Successively the resulting solution was concentrated and aqueous hydrochloric acid was added to the residue obtained to effect crystallization, followed by filtration. Thus, the crystal was obtained in an amount of 5.45 g (yield 97%). MW 259.30 (C... Starting materials: CC(C)=O, CCOC(=O)C(Cc1cn(COC)c2ccccc12)OC(C)C, Cl, [Na+], O, O=C([O-])O. Product: CCOC(=O)C(Cc1c[nH]c2ccccc12)OC(C)C. Reaction SMILES: [CH3:31][C:32](=[O:33])[CH3:34].[CH:1]([CH3:2])([CH3:3])[O:4][CH:5]([C:6](=[O:7])[O:8][CH2:9][CH3:10])[CH2:11][c:12]1[cH:13][n:14]([CH2:21][O:22][CH3:23])[c:15]2[cH:16][cH:17][cH:18][cH:19][c:20]12.[ClH:24].[Na+:26].[OH2:25].[OH:27][C:28](=[O:29])[O-:30]>>[CH:1]([CH3:2])([CH3:3])[O:4][CH:5]([C:6](=[O:7])[O:8][CH2:9][CH3:10])[CH2:11][c:12]1[cH:13][nH:14][c:15]2[cH:16][cH:17][cH:18][cH:19][c:20]12.